The task is: describe an organic reaction: reactants, conditions, products, and yield. This data is from the Open Reaction Database (ORD), a public repository of structured organic reaction records. The reactants are FC(C1=CC=CC(=N1)O)(F)F (6-(trifluoromethyl)pyridin-2-ol), [H-].[Na+] (NaH), BrCC(C)(C)C (1-bromo-2,2-dimethylpropane). Run in CN(C)C=O (DMF). Run at time 1 hour. The product is C(C(C)(C)C)OC1=NC(=CC=C1)C(F)(F)F (2-(Neopentyloxy)-6-(trifluoromethyl)pyridine). RXN SMILES: [F:1][C:2]([F:11])([F:10])[C:3]1[N:8]=[C:7]([OH:9])[CH:6]=[CH:5][CH:4]=1.[H-].[Na+].Br[CH2:15][C:16]([CH3:19])([CH3:18])[CH3:17]>CN(C=O)C>[CH2:15]([O:9][C:7]1[CH:6]=[CH:5][CH:4]=[C:3]([C:2]([F:1])([F:10])[F:11])[N:8]=1)[C:16]([CH3:19])([CH3:18])[CH3:17] |f:1.2|. Procedure details: To a solution of 6-(trifluoromethyl)pyridin-2-ol (5.00 g, 30.7 mmol) in dry DMF (50 mL) was added NaH (3.71 g, 92.1 mmol) under N2 and the mixture was stirred at rt for 1 h. Then 1-bromo-2,2-dimethylpropane (11.6 g, 76.7 mmol) was added and the resulting mixture was heated at 100° C. overnight, cooled, quenched with water (10 mL) and extracted with EA twice. The combined organic layers were washed with brine (3×), concentrated and purified by CC on NH silica gel (PE/EA=100/1) to give compound P1... The product is COC(=O)c1cc(C)c(=O)n(C)c1Nc1ccc(I)cc1F. The reactants are C1CCOC1, C[Si](C)(C)[N-][Si](C)(C)C, COC(=O)c1cc(C)c(=O)n(C)c1Cl, [Cl-], Cl, Nc1ccc(I)cc1F, [Li+], [Na+], O. RXN SMILES: [CH2:38]1[O:39][CH2:40][CH2:41][CH2:42]1.[CH3:10][Si:11]([N-:12][Si:13]([CH3:14])([CH3:15])[CH3:16])([CH3:17])[CH3:18].[CH3:20][O:21][C:22](=[O:23])[c:24]1[c:25]([Cl:33])[n:26]([CH3:32])[c:27](=[O:31])[c:28]([CH3:30])[cH:29]1.[Cl-:37].[ClH:35].[F:1][c:2]1[c:3]([NH2:4])[cH:5][cH:6][c:7]([I:9])[cH:8]1.[Li+:19].[Na+:36].[OH2:34]>>[F:1][c:2]1[c:3]([NH:4][c:25]2[c:24]([C:22]([O:21][CH3:20])=[O:23])[cH:29][c:28]([CH3:30])[c:27](=[O:31])[n:26]2[CH3:32])[cH:5][cH:6][c:7]([I:9])[cH:8]1. The reactants are CC1(C)OB(c2cccc3[nH]ncc23)OC1(C)C, CCC(=O)Nc1cc2nc(Cl)nc(N3CCOCC3)c2s1. The product is CCC(=O)Nc1cc2nc(-c3cccc4[nH]ncc34)nc(N3CCOCC3)c2s1. As a reaction SMILES: [CH3:22][C:23]1([CH3:24])[C:25]([CH3:26])([CH3:27])[O:28][B:29]([c:30]2[c:31]3[cH:32][n:33][nH:34][c:35]3[cH:36][cH:37][cH:38]2)[O:39]1.[Cl:1][c:2]1[n:3][c:4]([N:16]2[CH2:17][CH2:18][O:19][CH2:20][CH2:21]2)[c:5]2[c:6]([n:7]1)[cH:8][c:9]([NH:11][C:12]([CH2:13][CH3:14])=[O:15])[s:10]2>>[c:2]1(-[c:30]2[c:31]3[cH:32][n:33][nH:34][c:35]3[cH:36][cH:37][cH:38]2)[n:3][c:4]([N:16]2[CH2:17][CH2:18][O:19][CH2:20][CH2:21]2)[c:5]2[c:6]([n:7]1)[cH:8][c:9]([NH:11][C:12]([CH2:13][CH3:14])=[O:15])[s:10]2.